This data is from the Open Reaction Database (ORD), a public repository of structured organic reaction records. The task is: describe an organic reaction: reactants, conditions, products, and yield Procedure details: A mixture of (2S)-1-(tert-butoxycarbonyl)-4-ethylpyrrolidine-2-carboxylic acid (45.5 g, 187 mmol), TEA (37.8 g, 374 mmol) in THF (1 L) was added dropwise BnBr (38.5 g, 225 mmol) at 0° C. The mixture was stirred at room temperature overnight. TLC showed the reaction was completed. The mixture was concentrated to remove solvent. The residue was partitioned between EtOAc and water. The combined organic layer was washed with brine, dried over Na2SO4 and concentrated. The crude product was purified b... The solvent is C1CCOC1 (THF). Yield: 73.8%. Conditions: time 8 hour. RXN SMILES: [C:1]([O:5][C:6]([N:8]1[CH2:12][CH:11]([CH2:13][CH3:14])[CH2:10][C@H:9]1[C:15]([OH:17])=[O:16])=[O:7])([CH3:4])([CH3:3])[CH3:2].[CH:18]1[CH:23]=[CH:22][C:21]([CH2:24]Br)=[CH:20][CH:19]=1>C1COCC1>[CH2:13]([CH:11]1[CH2:12][N:8]([C:6]([O:5][C:1]([CH3:2])([CH3:3])[CH3:4])=[O:7])[C@H:9]([C:15]([O:17][CH2:24][C:21]2[CH:22]=[CH:23][CH:18]=[CH:19][CH:20]=2)=[O:16])[CH2:10]1)[CH3:14]. Reactants: C(C)(C)(C)OC(=O)N1[C@@H](CC(C1)CC)C(=O)O ((2S)-1-(tert-butoxycarbonyl)-4-ethylpyrrolidine-2-carboxylic acid), TEA, C1=CC=C(C=C1)CBr (BnBr). Product: C(C)C1C[C@H](N(C1)C(=O)OC(C)(C)C)C(=O)OCC1=CC=CC=C1 ((2S)-2-benzyl 1-tert-butyl 4-ethylpyrrolidine-1,2-dicarboxylate).